The task is: describe an organic reaction: reactants, conditions, products, and yield. This data is from the Open Reaction Database (ORD), a public repository of structured organic reaction records. Starting materials: O=C1c2ccccc2C(=O)N1CCCBr, [K+], [K+], N#CC1CCN(CCCN)C1, O=C([O-])[O-], CN(C)C=O. Yields the product N#CC1CCN(CCCN2C(=O)c3ccccc3C2=O)C1. Reaction SMILES: [Br:12][CH2:13][CH2:14][CH2:15][N:16]1[C:17](=[O:26])[c:18]2[c:19]([cH:22][cH:23][cH:24][cH:25]2)[C:20]1=[O:21].[K+:27].[K+:28].[NH2:1][CH2:2][CH2:3][CH2:4][N:5]1[CH2:6][CH:7]([C:10]#[N:11])[CH2:8][CH2:9]1.[O-:29][C:30]([O-:31])=[O:32].[O:33]=[CH:34][N:35]([CH3:36])[CH3:37]>>[N:1]1([CH2:2][CH2:3][CH2:4][N:5]2[CH2:6][CH:7]([C:10]#[N:11])[CH2:8][CH2:9]2)[C:17](=[O:26])[c:18]2[c:19]([cH:22][cH:23][cH:24][cH:25]2)[C:20]1=[O:21]. Reactants: [Cl-].COC[P+](C1=CC=CC=C1)(C1=CC=CC=C1)C1=CC=CC=C1 (methoxymethyl triphenylphosphonium chloride), FC=1C=C(C=C(C1)F)C1CCC(CC1)=O (4-(3,5-difluorophenyl)cyclohexanone), CC(C)([O-])C.[K+] (potassium-tert-butoxide), resultant suspension, O (water). Solvent: C1CCOC1 (THF), C1CCOC1 (THF). Conditions: temperature 0 celsius, time 20 minute. Yields the product FC=1C=C(C=C(C1)F)[C@@H]1CC[C@H](CC1)C=O (trans-4-(3,5-difluorophenyl)cyclohexane carbaldehyde). The yield is 88.2%. As a reaction SMILES: [Cl-].[CH3:2][O:3]C[P+](C1C=CC=CC=1)(C1C=CC=CC=1)C1C=CC=CC=1.CC(C)([O-])C.[K+].[F:30][C:31]1[CH:32]=[C:33]([CH:38]2[CH2:43][CH2:42][C:41](=O)[CH2:40][CH2:39]2)[CH:34]=[C:35]([F:37])[CH:36]=1.O>C1COCC1>[F:30][C:31]1[CH:32]=[C:33]([C@H:38]2[CH2:43][CH2:42][C@H:41]([CH:2]=[O:3])[CH2:40][CH2:39]2)[CH:34]=[C:35]([F:37])[CH:36]=1 |f:0.1,2.3|. Procedure details: In an argon atmosphere, 263 g of methoxymethyl triphenylphosphonium chloride was suspended in THF (800 mL), and 90 g of potassium-tert-butoxide was added the resultant suspension at an inside temperature of 0° C. or less, followed by stirring at an inside temperature of 0° C. for 20 minutes. Then, a solution of 4-(3,5-difluorophenyl)cyclohexanone (119 g) in THF (300 mL) was added at an inside temperature of 5° C. or less, followed by stirring at an inside temperature of −5 to 8° C. for 30 minute... Starting materials: C(C)N1C=C(C(C2=CC(=C(C=C12)F)F)=O)C(=O)O (1-ethyl-6,7-difluoro-1,4-dihydro-4-oxo-3-quinolinecarboxylic acid), C(#C)C1CNCCN1 (3-ethynylpiperazine). Solvent: N1=CC=CC=C1 (pyridine). Run at temperature 100 celsius. The product is C(C)N1C=C(C(C2=CC(=C(C=C12)N1CC(NCC1)C#C)F)=O)C(=O)O (1-Ethyl-7-(3-ethynyl-1-piperazinyl) -6-fluoro-1,4-dihydro-4-oxo-3-quinolinecarboxylic acid). The yield is 13.2%. As a reaction SMILES: [CH2:1]([N:3]1[C:12]2[C:7](=[CH:8][C:9]([F:14])=[C:10](F)[CH:11]=2)[C:6](=[O:15])[C:5]([C:16]([OH:18])=[O:17])=[CH:4]1)[CH3:2].[C:19]([CH:21]1[NH:26][CH2:25][CH2:24][NH:23][CH2:22]1)#[CH:20]>N1C=CC=CC=1>[CH2:1]([N:3]1[C:12]2[C:7](=[CH:8][C:9]([F:14])=[C:10]([N:23]3[CH2:24][CH2:25][NH:26][CH:21]([C:19]#[CH:20])[CH2:22]3)[CH:11]=2)[C:6](=[O:15])[C:5]([C:16]([OH:18])=[O:17])=[CH:4]1)[CH3:2]. Procedure: A mixture of 1.12 g of 1-ethyl-6,7-difluoro-1,4-dihydro-4-oxo-3-quinolinecarboxylic acid, 1.95 g of 3-ethynylpiperazine and 15 ml of pyridine is heated at 100° C. in a pressure bottle for 3 hours, then cooled and evaporated. The residue is purified by silica gel flash chromatography, eluting with chloroform:methanol:water:triethylamine (9:0.5:0.02:0.02), giving 200 mg of the desired product. Reactants: BrCC(CO)O (bromomethyl ethylene glycol), S(=O)(=O)([O-])[O-].[Mg+2] (magnesium sulfate), CC(=O)C (acetone). The product is CC1(OCC(O1)CBr)C (2,2-Dimethyl-4-bromomethyl-1,3-dioxolane). RXN SMILES: [Br:1][CH2:2][CH:3]([OH:6])[CH2:4][OH:5].S([O-])([O-])(=O)=O.[Mg+2].[CH3:13][C:14]([CH3:16])=O>>[CH3:13][C:14]1([CH3:16])[O:6][CH:3]([CH2:2][Br:1])[CH2:4][O:5]1 |f:1.2|. Procedure: An acetone solution of bromomethyl ethylene glycol is refluxed for 24 hours in the presence of anhydrous magnesium sulfate. The cooled reaction mixture is filtered and the solvent is removed to provide a residual crude product. Reaction SMILES: [Br:1][c:2]1[cH:3][cH:4][c:5]([S:7](=[O:8])(=[O:9])[N:10]2[CH2:11][C:12](=[O:30])[N:13]([CH2:16][CH:17]3[CH2:18][CH2:19][N:20]([C:23](=[O:24])[O:25][C:26]([CH3:27])([CH3:28])[CH3:29])[CH2:21][CH2:22]3)[CH2:14][CH2:15]2)[s:6]1.[CH:31](=[CH2:32])[Sn:33]([CH2:34][CH2:35][CH2:36][CH3:37])([CH2:38][CH2:39][CH2:40][CH3:41])[CH2:42][CH2:43][CH2:44][CH3:45].[Cl-:47].[Li+:46].[O:48]1[CH2:49][CH2:50][O:51][CH2:52][CH2:53]1>>[c:2]1([CH:31]=[CH2:32])[cH:3][cH:4][c:5]([S:7](=[O:8])(=[O:9])[N:10]2[CH2:11][C:12](=[O:30])[N:13]([CH2:16][CH:17]3[CH2:18][CH2:19][N:20]([C:23](=[O:24])[O:25][C:26]([CH3:27])([CH3:28])[CH3:29])[CH2:21][CH2:22]3)[CH2:14][CH2:15]2)[s:6]1. Starting materials: CC(C)(C)OC(=O)N1CCC(CN2CCN(S(=O)(=O)c3ccc(Br)s3)CC2=O)CC1, C=C[Sn](CCCC)(CCCC)CCCC, [Cl-], [Li+], C1COCCO1. Product: C=Cc1ccc(S(=O)(=O)N2CCN(CC3CCN(C(=O)OC(C)(C)C)CC3)C(=O)C2)s1. The product is C(C)NC(=O)NC1=CC(=C(C(=O)O)C(=C1)C)C (4-[(ethylamino)carbonylamino]-2,6-dimethyl Benzoic Acid). Reaction SMILES: [NH2:1][C:2]1[CH:10]=[C:9]([CH3:11])[C:5]([C:6]([OH:8])=[O:7])=[C:4]([CH3:12])[CH:3]=1.C(Cl)CCl.C1C=CC2N([OH:26])N=NC=2C=1.[CH3:27][CH2:28][N:29]([CH:33](C)C)C(C)C>>[CH2:28]([NH:29][C:33]([NH:1][C:2]1[CH:10]=[C:9]([CH3:11])[C:5]([C:6]([OH:8])=[O:7])=[C:4]([CH3:12])[CH:3]=1)=[O:26])[CH3:27] |f:1.2.3|. The reactants are tri-hydrochloride, C(CCl)Cl.C=1C=CC2=C(C1)N=NN2O.CCN(C(C)C)C(C)C (EDC HOBT iPr2NEt), product, NC1=CC(=C(C(=O)O)C(=C1)C)C (4-amino-2,6-dimethyl benzoic acid). Reported procedure: The tri-hydrochloride salt of the product of Example 8, step 3 (2 g, 4.3 mmol) and 4-amino-2,6-dimethyl benzoic acid (710 mg, 4.3 mmol) (see preparation below) were subjected to the standard coupling conditions (EDC/HOBT/iPr2NEt). Purification via flash chromatography (2/1 hexanes/acetone, SiO2) gave 1.16 g (52%) of 8AA as a yellow foam. Starting materials: [OH-].[Na+] (NaOH), C(C)OC(=O)C=1C=C2C(=NC1)N(C(=N2)C=2C=C1C=CC(=NC1=CC2)C2=C(C=CC=C2)Br)C2CCCCC2 (2-[2-(2-Bromo-phenyl)-quinolin-6-yl]-3-cyclohexyl-3H-imidazo[4,5-b]pyridine-6-carboxylic acid Ethyl Ester), Cl (HCl). Solvent: CO (MeOH). Run at temperature 55 celsius, time 2 hour. Product: BrC1=C(C=CC=C1)C1=NC2=CC=C(C=C2C=C1)C1=NC=2C(=NC=C(C2)C(=O)O)N1C1CCCCC1 (2-[2-(2-Bromo-phenyl)-quinolin-6-yl]-3-cyclohexyl-3H-imidazo[4,5-b]pyridine-6-carboxylic acid). Yield: 96.0%. Reaction SMILES: C([O:3][C:4]([C:6]1[CH:7]=[C:8]2[N:14]=[C:13]([C:15]3[CH:16]=[C:17]4[C:22](=[CH:23][CH:24]=3)[N:21]=[C:20]([C:25]3[CH:30]=[CH:29][CH:28]=[CH:27][C:26]=3[Br:31])[CH:19]=[CH:18]4)[N:12]([CH:32]3[CH2:37][CH2:36][CH2:35][CH2:34][CH2:33]3)[C:9]2=[N:10][CH:11]=1)=[O:5])C.[OH-].[Na+].Cl>CO>[Br:31][C:26]1[CH:27]=[CH:28][CH:29]=[CH:30][C:25]=1[C:20]1[CH:19]=[CH:18][C:17]2[C:22](=[CH:23][CH:24]=[C:15]([C:13]3[N:12]([CH:32]4[CH2:33][CH2:34][CH2:35][CH2:36][CH2:37]4)[C:9]4=[N:10][CH:11]=[C:6]([C:4]([OH:5])=[O:3])[CH:7]=[C:8]4[N:14]=3)[CH:16]=2)[N:21]=1 |f:1.2|. Procedure: Compound 477d (0.139 g, 0.25 mmol) was dissolved in MeOH (3 mL) and 2 N aqueous NaOH (1.5 mL) was added. The mixture was stirred at 55° C. for 2 h and then neutralized with 5 N HCl to pH 3 at 0° C. The precipitates formed was collected by filtration and purified by RP HPLC (15% of buffer B to 95% of buffer B) to give the title compound. Yield 96%. The reactants are CC(Cl)c1cccnc1, CC(C)(Cc1cc(Br)cs1)C(=O)O. The reagents and catalysts are O=C([O-])[O-].[Cs+].[Cs+] (cesium carbonate), [I-].[K+] (potassium iodide). Solvent: CN(C)C=O (DMF), CN(C)C=O (dmf), CN(C)C=O (DMF). Run at temperature 70 celsius, time 16 hour. Yields the product CC(OC(=O)C(C)(C)Cc1cc(Br)cs1)c1cccnc1. The reactants are N#CCCCCBr, O=C(OCc1ccccc1)c1c[nH]c2ccccc12, CCOC(C)=O, [H-], [Na+], C1CCOC1, O. Yields the product N#CCCCCn1cc(C(=O)OCc2ccccc2)c2ccccc21. Reaction SMILES: [Br:1][CH2:2][CH2:3][CH2:4][CH2:5][C:6]#[N:7].[CH2:8]([c:9]1[cH:10][cH:11][cH:12][cH:13][cH:14]1)[O:15][C:16](=[O:17])[c:18]1[cH:19][nH:20][c:21]2[cH:22][cH:23][cH:24][cH:25][c:26]12.[CH3:29][CH2:30][O:31][C:32](=[O:33])[CH3:34].[H-:27].[Na+:28].[O:35]1[CH2:36][CH2:37][CH2:38][CH2:39]1.[OH2:40]>>[CH2:2]([CH2:3][CH2:4][CH2:5][C:6]#[N:7])[n:20]1[cH:19][c:18]([C:16]([O:15][CH2:8][c:9]2[cH:10][cH:11][cH:12][cH:13][cH:14]2)=[O:17])[c:26]2[c:21]1[cH:22][cH:23][cH:24][cH:25]2. RXN SMILES: [C:1]([CH3:2])([CH3:3])([CH3:4])[Si:5]([O:6][CH:7]([CH2:8][n:9]1[n:10][cH:11][c:12]2[cH:13][cH:14][c:15]([O:18][CH2:19][C:20]#[CH:21])[cH:16][c:17]12)[CH3:22])([CH3:23])[CH3:24].[c:25]1([CH3:26])[cH:27][c:28]([CH3:29])[cH:30][c:31]([CH3:32])[cH:33]1>>[C:1]([CH3:2])([CH3:3])([CH3:4])[Si:5]([O:6][CH:7]([CH2:8][n:9]1[n:10][cH:11][c:12]2[cH:13][cH:14][c:15]3[c:16]([c:17]12)[CH:21]=[CH:20][CH2:19][O:18]3)[CH3:22])([CH3:23])[CH3:24]. Product: CC(Cn1ncc2ccc3c(c21)C=CCO3)O[Si](C)(C)C(C)(C)C. The reactants are C#CCOc1ccc2cnn(CC(C)O[Si](C)(C)C(C)(C)C)c2c1, Cc1cc(C)cc(C)c1.